Dataset: the Open Reaction Database (ORD), a public repository of structured organic reaction records. Task: describe an organic reaction: reactants, conditions, products, and yield The product is CCC(NC(=O)c1c(NS(C)(=O)=O)c(-c2ccccc2)nc2ccccc12)c1ccccc1. The reactants are CS(=O)(=O)Nc1c(-c2ccccc2)nc2ccccc2c1C(=O)O, CN1CCOCC1, CCN=C=NCCCN(C)C, C1CCOC1, O, On1nnc2ccccc21, CCC(N)c1ccccc1. RXN SMILES: [CH3:1][S:2](=[O:3])(=[O:4])[NH:5][c:6]1[c:7](-[c:19]2[cH:20][cH:21][cH:22][cH:23][cH:24]2)[n:8][c:9]2[cH:10][cH:11][cH:12][cH:13][c:14]2[c:15]1[C:16](=[O:17])[OH:18].[CH3:36][N:37]1[CH2:38][CH2:39][O:40][CH2:41][CH2:42]1.[CH3:43][CH2:44][N:45]=[C:46]=[N:47][CH2:48][CH2:49][CH2:50][N:51]([CH3:52])[CH3:53].[O:64]1[CH2:65][CH2:66][CH2:67][CH2:68]1.[OH2:35].[OH:25][n:26]1[c:27]2[c:28]([cH:29][cH:30][cH:31][cH:32]2)[n:33][n:34]1.[c:54]1([CH:60]([CH2:61][CH3:62])[NH2:63])[cH:55][cH:56][cH:57][cH:58][cH:59]1>>[CH3:1][S:2](=[O:3])(=[O:4])[NH:5][c:6]1[c:7](-[c:19]2[cH:20][cH:21][cH:22][cH:23][cH:24]2)[n:8][c:9]2[cH:10][cH:11][cH:12][cH:13][c:14]2[c:15]1[C:16](=[O:18])[NH:63][CH:60]([c:54]1[cH:55][cH:56][cH:57][cH:58][cH:59]1)[CH2:61][CH3:62].